This data is from the Open Reaction Database (ORD), a public repository of structured organic reaction records. The task is: describe an organic reaction: reactants, conditions, products, and yield The reactants are C(C)OC(CC1=CC(=C(C=C1)OC)OC1=C(C=C(C=C1)C(F)(F)F)CBr)=O ([3-(2-Bromomethyl-4-trifluoromethyl-phenoxy)-4-methoxy-phenyl]-acetic acid ethyl ester), ClC1=CC=C(C=C1)[C@H]1[C@H](NC(O1)=O)C ((4R,5S)-5-(4-chloro-phenyl)-4-methyl-oxazolidin-2-one). Yields the product C(C)OC(CC1=CC(=C(C=C1)OC)OC1=C(C=C(C=C1)C(F)(F)F)CN1C(O[C@H]([C@H]1C)C1=CC=CC=C1)=O)=O ({4-Methoxy-3-[2-((4R,5S)-4-methyl-2-oxo-5-phenyl-oxazolidin-3-ylmethyl)-4-trifluoromethyl-phenoxy]-phenyl}-acetic acid ethyl ester). RXN SMILES: [CH2:1]([O:3][C:4](=[O:27])[CH2:5][C:6]1[CH:11]=[CH:10][C:9]([O:12][CH3:13])=[C:8]([O:14][C:15]2[CH:20]=[CH:19][C:18]([C:21]([F:24])([F:23])[F:22])=[CH:17][C:16]=2[CH2:25]Br)[CH:7]=1)[CH3:2].Cl[C:29]1[CH:34]=[CH:33][C:32]([C@@H:35]2[O:39][C:38](=[O:40])[NH:37][C@@H:36]2[CH3:41])=[CH:31][CH:30]=1>>[CH2:1]([O:3][C:4](=[O:27])[CH2:5][C:6]1[CH:11]=[CH:10][C:9]([O:12][CH3:13])=[C:8]([O:14][C:15]2[CH:20]=[CH:19][C:18]([C:21]([F:24])([F:23])[F:22])=[CH:17][C:16]=2[CH2:25][N:37]2[C@H:36]([CH3:41])[C@H:35]([C:32]3[CH:33]=[CH:34][CH:29]=[CH:30][CH:31]=3)[O:39][C:38]2=[O:40])[CH:7]=1)[CH3:2]. Reported procedure: Prepared according to the procedure described in Example 10, Step 7, using the following starting materials: [3-(2-Bromomethyl-4-trifluoromethyl-phenoxy)-4-methoxy-phenyl]-acetic acid ethyl ester and (4R,5S)-5-(4-chloro-phenyl)-4-methyl-oxazolidin-2-one. The reactants are CC(=O)O, O=N[O-], [Na+], O, CC(O)Cn1ncc2ccc(O)cc21. Product: CC(O)Cn1ncc2ccc(O)c(N=O)c21. As a reaction SMILES: [CH3:20][C:21](=[O:22])[OH:23].[N:15](=[O:16])[O-:17].[Na+:18].[OH2:19].[OH:1][CH:2]([CH2:3][n:4]1[n:5][cH:6][c:7]2[cH:8][cH:9][c:10]([OH:13])[cH:11][c:12]12)[CH3:14]>>[OH:1][CH:2]([CH2:3][n:4]1[n:5][cH:6][c:7]2[cH:8][cH:9][c:10]([OH:13])[c:11]([N:15]=[O:16])[c:12]12)[CH3:14]. Reactants: NC1=NNC2=C1C(=NC(=C2)NC(=O)N[C@H](C)C2=CC=CC=C2)Cl ((R)-1-(3-amino-4-chloro-1H-pyrazolo[4,3-c]pyridin-6-yl)-3-(1-phenylethyl)urea), C[O-].[Na+] (sodium methoxide), Cl (HCl). Solvent: CO (methanol). Reaction conditions: temperature 120 celsius, time 1 hour. Product: NC1=NNC2=C1C(=NC(=C2)NC(=O)N[C@H](C)C2=CC=CC=C2)OC ((R)-1-(3-amino-4-methoxy-1H-pyrazolo[4,3-c]pyridin-6-yl)-3-(1-phenylethyl)urea). RXN SMILES: [NH2:1][C:2]1[C:6]2[C:7](Cl)=[N:8][C:9]([NH:11][C:12]([NH:14][C@@H:15]([C:17]3[CH:22]=[CH:21][CH:20]=[CH:19][CH:18]=3)[CH3:16])=[O:13])=[CH:10][C:5]=2[NH:4][N:3]=1.[CH3:24][O-:25].[Na+].Cl>CO>[NH2:1][C:2]1[C:6]2[C:7]([O:25][CH3:24])=[N:8][C:9]([NH:11][C:12]([NH:14][C@@H:15]([C:17]3[CH:22]=[CH:21][CH:20]=[CH:19][CH:18]=3)[CH3:16])=[O:13])=[CH:10][C:5]=2[NH:4][N:3]=1 |f:1.2|. Procedure details: To a stirred solution of (R)-1-(3-amino-4-chloro-1H-pyrazolo[4,3-c]pyridin-6-yl)-3-(1-phenylethyl)urea (0.12 g, 0.36 mmol) in methanol (3.0 mL) was added sodium methoxide (0.78 mL, 3.62 mmol, 25% solution in MeOH) and stirred at 120° C. for 1 h in a microwave reactor. After confirming the completion of reaction by TLC, the reaction mixture was acidified with 1.5N HCl and concentrated under reduced pressure and crude product which was purified by preparative HPLC to afford (R)-1-(3-amino-4-methox... The reactants are C([O-])([O-])=O.[K+].[K+] (potassium carbonate), N1(CCCCCC1)C=1C=CC=2N(N1)C(=NN2)C2=CC=CC(=N2)O (6-(6-azepan-1-yl-1,2,4-triazolo[4,3-b]pyridazin-3-yl)pyridine-2-ol), P(Br)(Br)Br (phosphorus tribromide), ice water. Reaction conditions: temperature 130 celsius, time 6 hour. Product: N1(CCCCCC1)C=1C=CC=2N(N1)C(=NN2)C2=NC(=CC=C2)Br (6-azepan-1-yl-3-(6-bromopyridin-2-yl)-1,2,4-triazolo[4,3-b]pyridazine). Reaction SMILES: [N:1]1([C:8]2[CH:9]=[CH:10][C:11]3[N:12]([C:14]([C:17]4[N:22]=[C:21](O)[CH:20]=[CH:19][CH:18]=4)=[N:15][N:16]=3)[N:13]=2)[CH2:7][CH2:6][CH2:5][CH2:4][CH2:3][CH2:2]1.P(Br)(Br)[Br:25].C(=O)([O-])[O-].[K+].[K+]>>[N:1]1([C:8]2[CH:9]=[CH:10][C:11]3[N:12]([C:14]([C:17]4[CH:18]=[CH:19][CH:20]=[C:21]([Br:25])[N:22]=4)=[N:15][N:16]=3)[N:13]=2)[CH2:7][CH2:6][CH2:5][CH2:4][CH2:3][CH2:2]1 |f:2.3.4|. Procedure details: A mixture of 6-(6-azepan-1-yl-1,2,4-triazolo[4,3-b]pyridazin-3-yl)pyridine-2-ol (700 mg) and phosphorus tribromide (7 ml) was stirred at 130° C. for 6 hours. After allowing to cool to room temperature, an ice-water was added, and the mixture was neutralized with saturated aqueous solution of potassium carbonate, and extracted with chloroform. The extract was washed with saturated aqueous solution of sodium hydrogen carbonate and brine, dried over anhydrous sodium sulfate, and then concentrated u... Reactants: C(C1=CC=CC=C1)OC(=O)N1CCN(CC1)C1=NC2=CC=CC=C2C(=N1)OCC=C (2-[4-(benzyloxycarbonyl)piperazin-1-yl]-4-[(2-propen-1-yl)oxy]quinazoline), C[N+]1(CCOCC1)[O-] (4-methylmorpholine N-oxide), CC(=O)C (acetone). Reagents/catalysts: [Os](=O)(=O)(=O)=O (osmium tetroxide). Solvent: C(C)(C)(C)O (t-butanol), O (water). The product is C(C1=CC=CC=C1)OC(=O)N1CCN(CC1)C1=NC2=CC=CC=C2C(=N1)OCC(CO)O (2-[4-(benzyloxycarbonyl)piperazin-1-yl]-4-[(RS)-(2,3-dihydroxypropyl)oxy]quinazoline). As a reaction SMILES: [CH2:1]([O:8][C:9]([N:11]1[CH2:16][CH2:15][N:14]([C:17]2[N:26]=[C:25]([O:27]CC=C)[C:24]3[C:19](=[CH:20][CH:21]=[CH:22][CH:23]=3)[N:18]=2)[CH2:13][CH2:12]1)=[O:10])[C:2]1[CH:7]=[CH:6][CH:5]=[CH:4][CH:3]=1.C[N+]1([O-])CC[O:35]CC1.[CH3:39][C:40]([CH3:42])=[O:41]>C(O)(C)(C)C.O.[Os](=O)(=O)(=O)=O>[CH2:1]([O:8][C:9]([N:11]1[CH2:16][CH2:15][N:14]([C:17]2[N:26]=[C:25]([O:27][CH2:39][CH:40]([OH:41])[CH2:42][OH:35])[C:24]3[C:19](=[CH:20][CH:21]=[CH:22][CH:23]=3)[N:18]=2)[CH2:13][CH2:12]1)=[O:10])[C:2]1[CH:7]=[CH:6][CH:5]=[CH:4][CH:3]=1. Procedure: A mixture of 2-[4-(benzyloxycarbonyl)piperazin-1-yl]-4-[(2-propen-1-yl)oxy]quinazoline (1.00 g), a solution of osmium tetroxide in t-butanol (osmium tetroxide 106 mg/t-butanol 8.36 g) (248 mg) and 4-methylmorpholine N-oxide (305 mg) in water (9 ml)--acetone (28 ml) is stirred at room temperature for 21 hours. Acetone is distilled off from the reaction mixture under reduced pressure, and the resultant is diluted with ethyl acetate, and the mixture is washed with 10% aqueous sodium sulfite solutio... The reactants are N(=O)C=1C(=NNC1C1=CC=CC=C1)C(F)(F)F (4-nitroso-5-phenyl-3-trifluoromethyl-1H-pyrazole). Reagents/catalysts: [Pd] (palladium/carbon). Run in C(C)O (ethanol). Reaction conditions: time 7.5 hour. Yields the product NC=1C(=NNC1C1=CC=CC=C1)C(F)(F)F (4-Amino-5-phenyl-3-trifluoromethyl-1H-pyrazole). RXN SMILES: [N:1]([C:3]1[C:4]([C:14]([F:17])([F:16])[F:15])=[N:5][NH:6][C:7]=1[C:8]1[CH:13]=[CH:12][CH:11]=[CH:10][CH:9]=1)=O>C(O)C.[Pd]>[NH2:1][C:3]1[C:4]([C:14]([F:17])([F:16])[F:15])=[N:5][NH:6][C:7]=1[C:8]1[CH:13]=[CH:12][CH:11]=[CH:10][CH:9]=1. Procedure: A solution of 6.6 g of 4-nitroso-5-phenyl-3-trifluoromethyl-1H-pyrazole (prepared as in Saloutin et al, J. Flourine Chem, vol 84, pp 107–111) in 200 mL ethanol was treated with 2.0 g 10% palladium/carbon catalyst and hydrogenated at RT and 50 psi for 7.5 hours. The reaction mixture was filtered through celite and washed well with ethanol. The filtrate was concentrated to give the title compound as a yellow solid. The reactants are C(C)(C)(C)OC(NC1=C(C=C(C(=C1)N(C)C)F)NC(CC(=O)C1=CC(=CC=C1)N1N=NC=C1CN(C)C)=O)=O ((5-Dimethylamino-2-{3-[3-(5-dimethylaminomethyl-[1,2,3]triazol-1-yl)-phenyl]-3-oxo-propionylamino}-4-fluoro-phenyl)-carbamic acid tert.-butyl ester), C(=O)(C(F)(F)F)O (TFA). Run in C(Cl)Cl (CH2Cl2). Yields the product CN(C1=CC2=C(NC(CC(=N2)C2=CC(=CC=C2)N2N=NC=C2CN(C)C)=O)C=C1F)C (7-Dimethylamino-4-[3-(5-dimethylaminomethyl-[1,2,3]triazol-1-yl)-phenyl]-8-fluoro-1,3-dihydro-benzo[b][1,4]diazepin-2-one), solid. As a reaction SMILES: C(OC(=O)[NH:7][C:8]1[CH:13]=[C:12]([N:14]([CH3:16])[CH3:15])[C:11]([F:17])=[CH:10][C:9]=1[NH:18][C:19](=[O:38])[CH2:20][C:21]([C:23]1[CH:28]=[CH:27][CH:26]=[C:25]([N:29]2[C:33]([CH2:34][N:35]([CH3:37])[CH3:36])=[CH:32][N:31]=[N:30]2)[CH:24]=1)=O)(C)(C)C.C(O)(C(F)(F)F)=O>C(Cl)Cl>[CH3:15][N:14]([CH3:16])[C:12]1[C:11]([F:17])=[CH:10][C:9]2[NH:18][C:19](=[O:38])[CH2:20][C:21]([C:23]3[CH:28]=[CH:27][CH:26]=[C:25]([N:29]4[C:33]([CH2:34][N:35]([CH3:37])[CH3:36])=[CH:32][N:31]=[N:30]4)[CH:24]=3)=[N:7][C:8]=2[CH:13]=1. Reported procedure: The title compound was prepared from (5-dimethylamino-2-{3-[3-(5-dimethyl-aminomethyl-[1,2,3]triazol-1-yl)-phenyl]-3-oxo-propionylamino}-4-fluoro-phenyl)-carbamic acid tert.-butyl ester (Example M39) (170 mg, 0.32 mmol) by treatment with TFA in CH2Cl2 according to the general procedure N. Obtained as a yellow solid (34 mg). Reactants: [N+](=O)([O-])C=1C=C(NC(C2=CC=C(C=C2)N2CCN(CC2)C)=O)C=CC1[N+](=O)[O-] (3,4-dinitro-N-(4-(4-methylpiperazin-1-yl)benzoyl)aniline), CN1CCN(CC1)C1=CC=C(C=C1)NC(=O)C1=CC=C(C=O)C=C1 (4-(4-(4-methylpiperazin-1-yl)phenyl)aminocarbonylbenzaldehyde). The product is CN1CCN(CC1)C1=CC=C(C(=O)NC2=CC3=C(NC(=N3)C3=CC=C(C=C3)C(NC3=CC=C(C=C3)N3CCN(CC3)C)=O)C=C2)C=C1 (4-(4-methylpiperazin-1-yl)-N-(2-(4-((4-(4-methylpiperazin-1-yl)phenyl)carbamoyl)phenyl)-1H-benzo[d]imidazol-5-yl)benzamide). RXN SMILES: [N+:1]([C:4]1[CH:5]=[C:6]([CH:23]=[CH:24][C:25]=1[N+:26]([O-])=O)[NH:7][C:8](=[O:22])[C:9]1[CH:14]=[CH:13][C:12]([N:15]2[CH2:20][CH2:19][N:18]([CH3:21])[CH2:17][CH2:16]2)=[CH:11][CH:10]=1)([O-])=O.[CH3:29][N:30]1[CH2:35][CH2:34][N:33]([C:36]2[CH:41]=[CH:40][C:39]([NH:42][C:43]([C:45]3[CH:52]=[CH:51][C:48]([CH:49]=O)=[CH:47][CH:46]=3)=[O:44])=[CH:38][CH:37]=2)[CH2:32][CH2:31]1>>[CH3:21][N:18]1[CH2:19][CH2:20][N:15]([C:12]2[CH:13]=[CH:14][C:9]([C:8]([NH:7][C:6]3[CH:23]=[CH:24][C:25]4[NH:26][C:49]([C:48]5[CH:51]=[CH:52][C:45]([C:43](=[O:44])[NH:42][C:39]6[CH:40]=[CH:41][C:36]([N:33]7[CH2:34][CH2:35][N:30]([CH3:29])[CH2:31][CH2:32]7)=[CH:37][CH:38]=6)=[CH:46][CH:47]=5)=[N:1][C:4]=4[CH:5]=3)=[O:22])=[CH:10][CH:11]=2)[CH2:16][CH2:17]1. Reported procedure: Compound 196 was prepared according to the procedure similar to that described in Scheme III from 3,4-dinitro-N-(4-(4-methylpiperazin-1-yl)benzoyl)aniline and 4-(4-(4-methylpiperazin-1-yl)phenyl)aminocarbonylbenzaldehyde. [M+H]+ calcd for C37H40N8O2: 629.33; found: 629.16.